From a dataset of the Open Reaction Database (ORD), a public repository of structured organic reaction records. describe an organic reaction: reactants, conditions, products, and yield The reactants are O.O.O.C(C)(=O)[O-].[Na+] (sodium acetate trihydrate), COC=1C=C(C=CC1)C1=CCCC1 (1-(3-methoxyphenyl) cyclopentene). The solvent is C(C)(=O)OO (peracetic acid), ClCCl (dichloromethane). Reaction conditions: time 3 hour. Yields the product COC=1C=C(C=CC1)C12CCCC2O1 (1-(3-Methoxyphenyl)-6-oxabicyclo[3.1.0]hexane). Yield: 298.0%. Reaction SMILES: O.O.O.C([O-])(=[O:6])C.[Na+].[CH3:9][O:10][C:11]1[CH:12]=[C:13]([C:17]2[CH2:21][CH2:20][CH2:19][CH:18]=2)[CH:14]=[CH:15][CH:16]=1>C(OO)(=O)C.ClCCl>[CH3:9][O:10][C:11]1[CH:12]=[C:13]([C:17]23[O:6][CH:21]2[CH2:20][CH2:19][CH2:18]3)[CH:14]=[CH:15][CH:16]=1 |f:0.1.2.3.4|. Procedure details: A solution of sodium acetate trihydrate (6 g) in peracetic acid (38 ml) was added dropwise to a stirred solution of 1-(3-methoxyphenyl) cyclopentene (33.5 g) in dichloromethane (200 ml), maintaining the temperature in the range 0°-10°. The solution was stirred for 3 hours at room temperature and then washed with 8% aqueous sodium bicarbonate (700 ml) and 8% sodium thiosulphate solution (400 ml). The organic phase was separated, dried and evaporated and the residue was distilled in vacuo to give ... Starting materials: CC(=O)[O-], CC(=O)[O-], ClCCl, C#CCCCCCC, I[Cu]I, COCOc1ccc(C=O)cc1I, [Pd+2], c1ccc(P(c2ccccc2)c2ccccc2)cc1. Product: CCCCCCC#Cc1cc(C=O)ccc1OCOC. As a reaction SMILES: [C:47]([O-:48])(=[O:49])[CH3:50].[C:51]([O-:52])(=[O:53])[CH3:54].[CH2:41]([Cl:42])[Cl:43].[CH:1]#[C:2][CH2:3][CH2:4][CH2:5][CH2:6][CH2:7][CH3:8].[Cu:44]([I:45])[I:46].[I:9][c:10]1[cH:11][c:12]([CH:13]=[O:14])[cH:15][cH:16][c:17]1[O:18][CH2:19][O:20][CH3:21].[Pd+2:55].[c:22]1([P:23]([c:24]2[cH:25][cH:26][cH:27][cH:28][cH:29]2)[c:30]2[cH:31][cH:32][cH:33][cH:34][cH:35]2)[cH:36][cH:37][cH:38][cH:39][cH:40]1>>[C:1](#[C:2][CH2:3][CH2:4][CH2:5][CH2:6][CH2:7][CH3:8])[c:10]1[cH:11][c:12]([CH:13]=[O:14])[cH:15][cH:16][c:17]1[O:18][CH2:19][O:20][CH3:21]. Starting materials: CCCC(C)O, CC(C)O, COc1cc2c(Cl)cnnc2cc1OCc1nccn1C, Cl, Cc1cc(F)c(N)cc1O, CN(C)C=O. Yields the product Cl, COc1cc2c(Nc3cc(O)c(C)cc3F)cnnc2cc1OCc1nccn1C. RXN SMILES: [CH3:37][CH:38]([OH:39])[CH2:40][CH2:41][CH3:42].[CH:33]([OH:34])([CH3:35])[CH3:36].[Cl:1][c:2]1[cH:3][n:4][n:5][c:6]2[cH:7][c:8]([O:14][CH2:15][c:16]3[n:17]([CH3:21])[cH:18][cH:19][n:20]3)[c:9]([O:12][CH3:13])[cH:10][c:11]12.[ClH:32].[F:22][c:23]1[c:24]([NH2:25])[cH:26][c:27]([OH:31])[c:28]([CH3:30])[cH:29]1.[O:43]=[CH:44][N:45]([CH3:46])[CH3:47]>>[ClH:1].[c:2]1([NH:25][c:24]2[c:23]([F:22])[cH:29][c:28]([CH3:30])[c:27]([OH:31])[cH:26]2)[cH:3][n:4][n:5][c:6]2[cH:7][c:8]([O:14][CH2:15][c:16]3[n:17]([CH3:21])[cH:18][cH:19][n:20]3)[c:9]([O:12][CH3:13])[cH:10][c:11]12. Reactants: CCOC(=O)c1cnn(-c2ccccc2)c1OC, [Na+], [OH-]. The product is COc1c(C(=O)O)cnn1-c1ccccc1. Reaction SMILES: [CH2:1]([CH3:2])[O:3][C:4](=[O:5])[c:6]1[c:7]([O:17][CH3:18])[n:8](-[c:11]2[cH:12][cH:13][cH:14][cH:15][cH:16]2)[n:9][cH:10]1.[Na+:20].[OH-:19]>>[O:3]=[C:4]([OH:5])[c:6]1[c:7]([O:17][CH3:18])[n:8](-[c:11]2[cH:12][cH:13][cH:14][cH:15][cH:16]2)[n:9][cH:10]1. The reactants are C(C)OC(=O)C1(CCNCC1)CCOC (4-(2-methoxy-ethyl)-piperidine-4-carboxylic acid ethyl ester), C(CC)S(=O)(=O)Cl (1-propanesulfonyl chloride), C1(CC1)C1=CC=C(N)C=C1 (4-cyclopropyl-aniline). Yields the product C1(CC1)C1=CC=C(C=C1)N1C(C2(CC1)CCN(CC2)S(=O)(=O)CCC)=O (2-(4-Cyclopropyl-phenyl)-8-(propane-1-sulfonyl)-2,8-diaza-spiro[4.5]decan-1-one). Reaction SMILES: C(O[C:4]([C:6]1([CH2:12][CH2:13]OC)[CH2:11][CH2:10][NH:9][CH2:8][CH2:7]1)=[O:5])C.[CH2:16]([S:19](Cl)(=[O:21])=[O:20])[CH2:17][CH3:18].[CH:23]1([C:26]2[CH:32]=[CH:31][C:29]([NH2:30])=[CH:28][CH:27]=2)[CH2:25][CH2:24]1>>[CH:23]1([C:26]2[CH:32]=[CH:31][C:29]([N:30]3[CH2:13][CH2:12][C:6]4([CH2:7][CH2:8][N:9]([S:19]([CH2:16][CH2:17][CH3:18])(=[O:21])=[O:20])[CH2:10][CH2:11]4)[C:4]3=[O:5])=[CH:28][CH:27]=2)[CH2:25][CH2:24]1. Procedure details: Off-white solid. MS (ESI): 377.19 (MH+). This example was prepared in analogy to example 1 step C) to D) from 4-(2-methoxy-ethyl)-piperidine-4-carboxylic acid ethyl ester (example 1 step B)), 1-propanesulfonyl chloride and 4-cyclopropyl-aniline. Reactants: CC(C)(C)C(=O)N1CCN(c2cc(Cl)c([N+](=O)[O-])cn2)CC1, N, [Na+], [Na+], C1CCOC1, O, O=S([O-])S(=O)[O-]. The product is CC(C)(C)C(=O)N1CCN(c2cc(Cl)c(N)cn2)CC1. Reaction SMILES: [Cl:9][c:10]1[cH:11][c:12]([N:19]2[CH2:20][CH2:21][N:22]([C:25]([C:26]([CH3:27])([CH3:28])[CH3:29])=[O:30])[CH2:23][CH2:24]2)[n:13][cH:14][c:15]1[N+:16]([O-:17])=[O:18].[NH3:36].[Na+:7].[Na+:8].[O:31]1[CH2:32][CH2:33][CH2:34][CH2:35]1.[OH2:37].[S:1]([S:2]([O-:3])=[O:4])([O-:5])=[O:6]>>[Cl:9][c:10]1[cH:11][c:12]([N:19]2[CH2:20][CH2:21][N:22]([C:25]([C:26]([CH3:27])([CH3:28])[CH3:29])=[O:30])[CH2:23][CH2:24]2)[n:13][cH:14][c:15]1[NH2:16].